From a dataset of the Open Reaction Database (ORD), a public repository of structured organic reaction records. describe an organic reaction: reactants, conditions, products, and yield Starting materials: ClC1=CC(=CC=C1)C(=O)OO (m-chloroperbenzoic acid), C(CCC)OCCOC1=CC=C(C=C1)C=1C=CC2=C(C=C(CCN2CC(C)C)C(=O)NC2=CC=C(C=C2)SCC2=NC(=CC=C2)C)C1 (7-[4-(2-butoxyethoxy)phenyl]-1-isobutyl-N-[4-[[(6-methyl-2-pyridinyl)methyl]sulfanyl]phenyl]-2,3-dihydro-1-benzazepine-4-carboxamide), S(=S)(=O)([O-])[O-].[Na+].[Na+] (sodium thiosulfate). Run in C(Cl)Cl (methylene chloride). Reaction conditions: temperature 0 celsius, time 20 minute. The product is C(CCC)OCCOC1=CC=C(C=C1)C=1C=CC2=C(C=C(CCN2CC(C)C)C(=O)NC2=CC=C(C=C2)S(=O)CC2=NC(=CC=C2)C)C1 (7-[4-(2-butoxyethoxy)phenyl]-1-isobutyl-N-[4-[[(6-methyl-2-pyridinyl)methyl]sulfinyl]phenyl]-2,3-dihydro-1-benzazepine-4-carboxamide). The yield is 46.8%. As a reaction SMILES: [CH2:1]([O:5][CH2:6][CH2:7][O:8][C:9]1[CH:14]=[CH:13][C:12]([C:15]2[CH:16]=[CH:17][C:18]3[N:24]([CH2:25][CH:26]([CH3:28])[CH3:27])[CH2:23][CH2:22][C:21]([C:29]([NH:31][C:32]4[CH:37]=[CH:36][C:35]([S:38][CH2:39][C:40]5[CH:45]=[CH:44][CH:43]=[C:42]([CH3:46])[N:41]=5)=[CH:34][CH:33]=4)=[O:30])=[CH:20][C:19]=3[CH:47]=2)=[CH:11][CH:10]=1)[CH2:2][CH2:3][CH3:4].ClC1C=CC=C(C(OO)=[O:56])C=1.S([O-])([O-])(=O)=S.[Na+].[Na+]>C(Cl)Cl>[CH2:1]([O:5][CH2:6][CH2:7][O:8][C:9]1[CH:10]=[CH:11][C:12]([C:15]2[CH:16]=[CH:17][C:18]3[N:24]([CH2:25][CH:26]([CH3:27])[CH3:28])[CH2:23][CH2:22][C:21]([C:29]([NH:31][C:32]4[CH:33]=[CH:34][C:35]([S:38]([CH2:39][C:40]5[CH:45]=[CH:44][CH:43]=[C:42]([CH3:46])[N:41]=5)=[O:56])=[CH:36][CH:37]=4)=[O:30])=[CH:20][C:19]=3[CH:47]=2)=[CH:13][CH:14]=1)[CH2:2][CH2:3][CH3:4] |f:2.3.4|. Procedure details: 7-[4-(2-butoxyethoxy)phenyl]-1-isobutyl-N-[4-[[(6-methyl-2-pyridinyl)methyl]sulfanyl]phenyl]-2,3-dihydro-1-benzazepine-4-carboxamide (0.46 g) was dissolved in methylene chloride (13.8 ml), m-chloroperbenzoic acid (87 mg) was added to the mixture at 0° C., and the mixture was stirred for 20 minutes at 0° C. The reaction mixture was added to an aqueous solution of saturated sodium thiosulfate, and extracted with ethyl acetate. The organic layer was washed with saturated brine, and dried over magne... Reactants: COC(C1=CC=C(C=C1)C=1C=NC(=NC1)O[Si](C1=CC=CC=C1)(C1=CC=CC=C1)C(C)(C)C)OC (4-(2-[t-butyldiphenylsilyloxy]-pyrimidin-5-yl)-benzaldehyde dimethyl ketal), Cl (hydrochloric acid). The solvent is C1CCOC1 (THF). Reaction conditions: time 1 hour. Product: O=C1NC=C(C=N1)C1=CC=C(C=O)C=C1 (4-(2-oxo-pyrimidin-5-yl)-benzaldehyde). The yield is 116.9%. Reaction SMILES: C[O:2][CH:3](OC)[C:4]1[CH:9]=[CH:8][C:7]([C:10]2[CH:11]=[N:12][C:13]([O:16][Si](C(C)(C)C)(C3C=CC=CC=3)C3C=CC=CC=3)=[N:14][CH:15]=2)=[CH:6][CH:5]=1.Cl>C1COCC1>[O:16]=[C:13]1[N:12]=[CH:11][C:10]([C:7]2[CH:8]=[CH:9][C:4]([CH:3]=[O:2])=[CH:5][CH:6]=2)=[CH:15][NH:14]1. Procedure details: To a solution of 4-(2-[t-butyldiphenylsilyloxy]-pyrimidin-5-yl)-benzaldehyde dimethyl ketal (2.28 g, 4.7 mmol reference example 97a) in THF (10 mL) is added hydrochloric acid (10 mL, 2M). The resulting mixture is stirred for 1 h. This mixture is concentrated to about half its original volume under reduced pressure. The solid is filtered then washed with water and ether to give the title compound (1.1 g) as a white solid. 1H NMR (DMSO) δ 7.88 (d, J=8 Hz, 2H), 7.95 (d, J=8 Hz, 2H), 8.79 (s, 2H), 9... The reactants are NN1C(C2=CC=CC=C2C(=N1)N1CCOCC1)=O (2-amino-4-morpholinophthalazin-1(2H)-one), BrC1=C(C=CC=C1)CC(=O)O (2-(2-bromophenyl)acetic acid). Yields the product BrC1=C(C=CC=C1)CC(=O)NN1C(C2=CC=CC=C2C(=N1)N1CCOCC1)=O (2-(2-bromophenyl)-N-[4-(morpholin-4-yl)-1-oxophthalazin-2(1H)-yl]acetamide). RXN SMILES: [NH2:1][N:2]1[N:11]=[C:10]([N:12]2[CH2:17][CH2:16][O:15][CH2:14][CH2:13]2)[C:9]2[C:4](=[CH:5][CH:6]=[CH:7][CH:8]=2)[C:3]1=[O:18].[Br:19][C:20]1[CH:25]=[CH:24][CH:23]=[CH:22][C:21]=1[CH2:26][C:27](O)=[O:28]>>[Br:19][C:20]1[CH:25]=[CH:24][CH:23]=[CH:22][C:21]=1[CH2:26][C:27]([NH:1][N:2]1[N:11]=[C:10]([N:12]2[CH2:17][CH2:16][O:15][CH2:14][CH2:13]2)[C:9]2[C:4](=[CH:5][CH:6]=[CH:7][CH:8]=2)[C:3]1=[O:18])=[O:28]. Procedure details: The product of Example 1B and 2-(2-bromophenyl)acetic acid were treated using a method similar to that described in Example 111 to give the title compound. 1H NMR (500 MHz, DMSO-d6/Deuterium Oxide) δ ppm 8.32 (dd, J=7.9, 1.3 Hz, 1H), 8.04 (d, J=8.0 Hz, 1H), 7.97-8.01 (m, 1H), 7.90-7.93 (m, 1H), 7.64 (dd, J=7.9, 1.2 Hz, 1H), 7.53 (dd, J=7.6, 1.7 Hz, 1H), 7.39 (td, J=7.5, 1.3 Hz, 1H), 7.23-7.28 (m, 1H), 3.82-3.87 (m, 5H), 3.49-3.62 (m, 1H), 3.09-3.14 (m, 4H); MS (ESI+) M/Z 443 (M+H)+. Reactants: COC(C=P(C1=CC=CC=C1)(C1=CC=CC=C1)C1=CC=CC=C1)=O (methyl(triphenylphosphoranylidene)acetate), C(=O)C=1C=NC(=NC1)N1CC=2N(C3=CC=CC=C3C2CC1)C(=O)OC(C)(C)C (tert-butyl 2-[5-(formyl)pyrimidin-2-yl]-1,2,3,4-tetrahydro-9H-b-carboline-9-carboxylate), C(Cl)Cl (DCM), C(Cl)Cl (DCM). The product is COC(/C=C/C=1C=NC(=NC1)N1CC=2N(C3=CC=CC=C3C2CC1)C(=O)OC(C)(C)C)=O (tert-butyl 2-{5-[(1E)-3-methoxy-3-oxoprop-1-enyl]pyrimidin-2-yl}-1,2,3,4-tetrahydro-9H-b-carboline-9-carboxylate). Isolated yield 78.0%. As a reaction SMILES: [CH3:1][O:2][C:3](=[O:24])[CH:4]=P(C1C=CC=CC=1)(C1C=CC=CC=1)C1C=CC=CC=1.C([C:27]1[CH:28]=[N:29][C:30]([N:33]2[CH2:45][CH2:44][C:43]3[C:42]4[C:37](=[CH:38][CH:39]=[CH:40][CH:41]=4)[N:36]([C:46]([O:48][C:49]([CH3:52])([CH3:51])[CH3:50])=[O:47])[C:35]=3[CH2:34]2)=[N:31][CH:32]=1)=O.[CH2:53](Cl)Cl>>[CH3:1][O:2][C:3](=[O:24])/[CH:4]=[CH:53]/[C:27]1[CH:28]=[N:29][C:30]([N:33]2[CH2:45][CH2:44][C:43]3[C:42]4[C:37](=[CH:38][CH:39]=[CH:40][CH:41]=4)[N:36]([C:46]([O:48][C:49]([CH3:50])([CH3:51])[CH3:52])=[O:47])[C:35]=3[CH2:34]2)=[N:31][CH:32]=1. Procedure: To a stirred solution methyl(triphenylphosphoranylidene)acetate (2.39 g, 0.0071 moles) in dry DCM (20 mL) was added tert-butyl 2-[5-(formyl)pyrimidin-2-yl]-1,2,3,4-tetrahydro-9H-b-carboline-9-carboxylate (1.35 g, 0.0036 moles) at 0° C. in dry DCM (10 mL). After stirring for >12 hours, the reaction mixture was washed with 10% NaHCO3 solution (20 mL), brine (20 mL), dried (Na2SO4) and concentrated. The compound was purified through silica gel column chromatography using 15% EtOAc in hexane to give... Starting materials: FC(C=1C=C2C(C=CC(C2=CC1C(F)(F)F)=O)=O)(F)F (6,7-bis-trifluoromethyl-1,4-naphthquinone), BrC1C(C=2C1=CC=CC2)Br (1,2-dibromobenzocyclobutene), BrC1C(C=2C1=CC=CC2)I (1-bromo-2-iodobenzocyclobutene), C=1(C(=CC=CC1)C)C (xylene). Solvent: O (water). Yields the product FC(C1=CC=2C(C3=CC4=CC=CC=C4C=C3C(C2C=C1C(F)(F)F)=O)=O)(F)F (2,3-di-(trifluoromethyl)-naphthacene-5,12-dione). RXN SMILES: [F:1][C:2]([F:20])([F:19])[C:3]1[CH:4]=[C:5]2[C:10](=[CH:11][C:12]=1[C:13]([F:16])([F:15])[F:14])[C:9](=[O:17])[CH:8]=[CH:7][C:6]2=[O:18].Br[CH:22]1[C:25]2=[CH:26][CH:27]=[CH:28][CH:29]=[C:24]2[CH:23]1Br.BrC1C2=CC=CC=C2C1I.C1(C)C(C)=CC=CC=1>O>[F:1][C:2]([F:19])([F:20])[C:3]1[C:12]([C:13]([F:16])([F:15])[F:14])=[CH:11][C:10]2[C:9](=[O:17])[C:8]3[C:7](=[CH:23][C:24]4[C:25]([CH:22]=3)=[CH:26][CH:27]=[CH:28][CH:29]=4)[C:6](=[O:18])[C:5]=2[CH:4]=1. Reported procedure: 25 mmol of 6,7-bis-trifluoromethyl-1,4-naphthquinone, approx. 37 mmol of 1,2-dibromobenzocyclobutene [see J. Am. Chem. Soc. 79, pages 1701 et seq. (1957)] containing a little 1-bromo-2-iodobenzocyclobutene and 100 ml of xylene are kept under reflux for 16 hours in a water separator. The reaction mixture is cooled and the precipitate is filtered off and washed with xylene. The crystalline 2,3-di-(trifluoromethyl)-naphthacene-5,12-dione is obtained in a yield of 5.82 g (71%), melting point>280° C.